This data is from the Open Reaction Database (ORD), a public repository of structured organic reaction records. The task is: describe an organic reaction: reactants, conditions, products, and yield Starting materials: [BH4-], NC(=O)OCC1c2c(O)cc(C=O)cc2N2CC3NC3C1(O)O2, CO, [Na+]. The product is NC(=O)OCC1c2c(O)cc(CO)cc2N2CC3NC3C1(O)O2. As a reaction SMILES: [BH4-:24].[C:1]([NH2:2])([O:3][CH2:4][CH:5]1[c:6]2[c:7]([OH:22])[cH:8][c:9]([CH:20]=[O:21])[cH:10][c:11]2[N:12]2[CH2:13][CH:14]3[NH:15][CH:16]3[C:17]1([OH:19])[O:18]2)=[O:23].[CH3:26][OH:27].[Na+:25]>>[C:1]([NH2:2])([O:3][CH2:4][CH:5]1[c:6]2[c:7]([OH:22])[cH:8][c:9]([CH2:20][OH:21])[cH:10][c:11]2[N:12]2[CH2:13][CH:14]3[NH:15][CH:16]3[C:17]1([OH:19])[O:18]2)=[O:23]. Starting materials: O1CCCC1 (tetrahydrofuran), FC1=C(C=CC=C1F)[C@@H]1CC[C@H](CC1)CCCCC(=O)OCC (2,3-difluoro-1-[trans-4-(4-ethoxycarbonylbutyl)cyclohexyl]benzene), [BH4-].[Li+] (lithium borohydride), O1CCCC1 (tetrahydrofuran), resultant mixture, Cl (hydrochloric acid). Product: FC1=C(C=CC=C1F)[C@@H]1CC[C@H](CC1)CCCCCO (2,3-difluoro-1-[trans-4-(5-hydroxypentyl)cyclohexyl]benzene). The yield is 71.2%. RXN SMILES: [BH4-].[Li+].O1CCCC1.Cl.[F:9][C:10]1[C:15]([F:16])=[CH:14][CH:13]=[CH:12][C:11]=1[C@H:17]1[CH2:22][CH2:21][C@H:20]([CH2:23][CH2:24][CH2:25][CH2:26][C:27](OCC)=[O:28])[CH2:19][CH2:18]1>>[F:9][C:10]1[C:15]([F:16])=[CH:14][CH:13]=[CH:12][C:11]=1[C@H:17]1[CH2:18][CH2:19][C@H:20]([CH2:23][CH2:24][CH2:25][CH2:26][CH2:27][OH:28])[CH2:21][CH2:22]1 |f:0.1|. Reported procedure: First, 1.3 g of lithium borohydride and 45 ml of dry tetrahydrofuran were placed in a 200 ml flask. Then, 30 ml of a tetrahydrofuran solution in which 7.7 g of 2,3-difluoro-1-[trans-4-(4-ethoxycarbonylbutyl)cyclohexyl]benzene was dissolved was added dropwise to the mixture, and the resultant mixture was stirred under reflux for 1 hour. Cold diluted hydrochloric acid was added to the reaction mixture, and an organic layer was extracted with ether. The ether layer was washed with water and dried o... Starting materials: Cc1n[nH]c2ncc(N)cc12, CCN=C=NCCCN(C)C, O=C(O)c1c(F)ccc(NS(=O)(=O)CCCF)c1F, CN(C)C=O, On1nnc2ccccc21. Product: Cc1n[nH]c2ncc(NC(=O)c3c(F)ccc(NS(=O)(=O)CCCF)c3F)cc12. Reaction SMILES: [CH3:1][c:2]1[n:3][nH:4][c:5]2[n:6][cH:7][c:8]([NH2:11])[cH:9][c:10]12.[CH3:31][CH2:32][N:33]=[C:34]=[N:35][CH2:36][CH2:37][CH2:38][N:39]([CH3:40])[CH3:41].[F:12][c:13]1[c:14]([C:15](=[O:16])[OH:17])[c:18]([F:30])[cH:19][cH:20][c:21]1[NH:22][S:23](=[O:24])(=[O:25])[CH2:26][CH2:27][CH2:28][F:29].[O:52]=[CH:53][N:54]([CH3:55])[CH3:56].[OH:42][n:43]1[c:44]2[c:45]([cH:46][cH:47][cH:48][cH:49]2)[n:50][n:51]1>>[CH3:1][c:2]1[n:3][nH:4][c:5]2[n:6][cH:7][c:8]([NH:11][C:15]([c:14]3[c:13]([F:12])[c:21]([NH:22][S:23](=[O:24])(=[O:25])[CH2:26][CH2:27][CH2:28][F:29])[cH:20][cH:19][c:18]3[F:30])=[O:16])[cH:9][c:10]12. Starting materials: CNCCC#CC1=NC=CC=C1 (N-methyl-4-(pyridin-2-yl)but-3-yn-1-amine), CC1=NOC(=C1S(=O)(=O)Cl)C (3,5-dimethylisoxazole-4-sulfonyl chloride). Yields the product CN(S(=O)(=O)C=1C(=NOC1C)C)CCC#CC1=NC=CC=C1 (N,3,5-trimethyl-N-(4-(pyridin-2-yl)but-3-ynyl)isoxazole-4-sulfonamide). Isolated yield 17.2%. RXN SMILES: [CH3:1][NH:2][CH2:3][CH2:4][C:5]#[C:6][C:7]1[CH:12]=[CH:11][CH:10]=[CH:9][N:8]=1.[CH3:13][C:14]1[C:18]([S:19](Cl)(=[O:21])=[O:20])=[C:17]([CH3:23])[O:16][N:15]=1>>[CH3:1][N:2]([CH2:3][CH2:4][C:5]#[C:6][C:7]1[CH:12]=[CH:11][CH:10]=[CH:9][N:8]=1)[S:19]([C:18]1[C:14]([CH3:13])=[N:15][O:16][C:17]=1[CH3:23])(=[O:21])=[O:20]. Reported procedure: The title compound was prepared in accordance with the general method of Example 199(D), from N-methyl-4-(pyridin-2-yl)but-3-yn-1-amine (50 mg, 0.31 mmol) and 3,5-dimethylisoxazole-4-sulfonyl chloride (79 mg, 0.41 mmol). The crude residue was purified over silicagel chromatography (prepacked 10 g silicagel column, DCM/MeOH: from 100/0 to 98/2 as eluent) to afford 17 mg of N,3,5-trimethyl-N-(4-(pyridin-2-yl)but-3-ynyl)isoxazole-4-sulfonamide as a brown oil (Yield: 17%). Starting materials: CN(NC(=O)OC(C)(C)C)C(=O)OCc1ccccc1, CO, Cl. The product is CNNC(=O)OC(C)(C)C. As a reaction SMILES: [CH3:1][C:2]([CH3:3])([O:4][C:5](=[O:6])[NH:7][N:8]([CH3:9])[C:10]([O:11][CH2:12][c:13]1[cH:14][cH:15][cH:16][cH:17][cH:18]1)=[O:19])[CH3:20].[CH3:22][OH:23].[ClH:21]>>[CH3:1][C:2]([CH3:3])([O:4][C:5](=[O:6])[NH:7][NH:8][CH3:9])[CH3:20]. Starting materials: CC(C)Br, CN(C)C=O, O=C(c1ccc2[nH]c(C(=O)N3CCC(F)(F)CC3)cc2c1)N1CCN(C2CCC2)CC1, [H-], [Na+]. Product: CC(C)n1c(C(=O)N2CCC(F)(F)CC2)cc2cc(C(=O)N3CCN(C4CCC4)CC3)ccc21. RXN SMILES: [Br:34][CH:35]([CH3:36])[CH3:37].[CH3:38][N:39]([CH3:40])[CH:41]=[O:42].[CH:1]1([N:5]2[CH2:6][CH2:7][N:8]([C:11](=[O:12])[c:13]3[cH:14][c:15]4[cH:16][c:17]([C:22](=[O:23])[N:24]5[CH2:25][CH2:26][C:27]([F:30])([F:31])[CH2:28][CH2:29]5)[nH:18][c:19]4[cH:20][cH:21]3)[CH2:9][CH2:10]2)[CH2:2][CH2:3][CH2:4]1.[H-:32].[Na+:33]>>[CH:1]1([N:5]2[CH2:6][CH2:7][N:8]([C:11](=[O:12])[c:13]3[cH:14][c:15]4[cH:16][c:17]([C:22](=[O:23])[N:24]5[CH2:25][CH2:26][C:27]([F:30])([F:31])[CH2:28][CH2:29]5)[n:18]([CH:35]([CH3:36])[CH3:37])[c:19]4[cH:20][cH:21]3)[CH2:9][CH2:10]2)[CH2:2][CH2:3][CH2:4]1. Reaction SMILES: Br[C:2]1[C:7]([N+:8]([O-:10])=[O:9])=[CH:6][CH:5]=[C:4]([Br:11])[C:3]=1[CH3:12].[Cu][C:14]#[N:15]>CN1CCCC1=O.ClCCl>[Br:11][C:4]1[C:3]([CH3:12])=[C:2]([C:7]([N+:8]([O-:10])=[O:9])=[CH:6][CH:5]=1)[C:14]#[N:15]. Conditions: temperature 150 celsius. Starting materials: BrC1=C(C(=CC=C1[N+](=O)[O-])Br)C (2,6-dibromo-3-nitrotoluene), [Cu]C#N (copper (I) cyanide). Procedure: To a mixture of 2,6-dibromo-3-nitrotoluene (1.0 g, 3.4 mmol) in 14 ml of N-methylpyrrolidinone was added 0.323 g of freshly prepared copper (I) cyanide. The reaction was stirred and heated at a temperature of 150° C. under a nitrogen atmosphere for a period of three hours. After this period, the reaction mixture was cooled to room temperature, diluted with dichloromethane, and washed with 10% aqueous sodium thiosulfate solution. The organic layer was separated, dried, and concentrated under vacu... The solvent is CN1C(CCC1)=O (N-methylpyrrolidinone), ClCCl (dichloromethane). The product is BrC=1C(=C(C#N)C(=CC1)[N+](=O)[O-])C (3-bromo-2-methyl-6-nitrobenzonitrile). Starting materials: Cc1nc(CCl)cs1, CN(C)C=O, Cc1cccc(C)c1NC(=O)CCl, [H-], [Na+]. The product is Cc1nc(CN(C(=O)CCl)c2c(C)cccc2C)cs1. RXN SMILES: [CH3:14][c:15]1[s:16][cH:17][c:18]([CH2:20][Cl:21])[n:19]1.[CH3:24][N:25]([CH3:26])[CH:27]=[O:28].[Cl:1][CH2:2][C:3](=[O:4])[NH:5][c:6]1[c:7]([CH3:13])[cH:8][cH:9][cH:10][c:11]1[CH3:12].[H-:22].[Na+:23]>>[Cl:1][CH2:2][C:3](=[O:4])[N:5]([c:6]1[c:7]([CH3:13])[cH:8][cH:9][cH:10][c:11]1[CH3:12])[CH2:20][c:18]1[cH:17][s:16][c:15]([CH3:14])[n:19]1. Run in CO (methanol). Procedure details: Aqueous 12.2M hydrochloric acid solution (80.0 mL, 0.976 mol) was added slowly to a mixture of 3-(2-ethoxyphenoxy)pyridine (210 g, 0.976 mol), rhodium (5% on alumina, 21 g, 0.010 mol), and methanol (2.1 L) in a Parr reactor. The reactor was purged sequentially with nitrogen and hydrogen (4 times each), and then was heated to 50° C. and pressurized to 50 psi with hydrogen. After 9 hours, the reactor was cooled to 25° C. and was purged with nitrogen. The catalyst was removed by filtration, rinsing... The reactants are Cl (hydrochloric acid), C(C)OC1=C(OC=2C=NC=CC2)C=CC=C1 (3-(2-ethoxyphenoxy)pyridine). Run at temperature 50 celsius, time 9 hour. RXN SMILES: [ClH:1].[CH2:2]([O:4][C:5]1[CH:17]=[CH:16][CH:15]=[CH:14][C:6]=1[O:7][C:8]1[CH:9]=[N:10][CH:11]=[CH:12][CH:13]=1)[CH3:3]>[Rh].CO>[ClH:1].[CH2:2]([O:4][C:5]1[CH:17]=[CH:16][CH:15]=[CH:14][C:6]=1[O:7][CH:8]1[CH2:13][CH2:12][CH2:11][NH:10][CH2:9]1)[CH3:3] |f:4.5|. Product: Cl.C(C)OC1=C(OC2CNCCC2)C=CC=C1 (3-(2-Ethoxyphenoxy)piperidine hydrochloride). The reagents and catalysts are [Rh] (rhodium). Starting materials: BrCc1cccc2ccccc12, CC(C)c1nc2c([N+](=O)[O-])cc(Br)cc2[nH]1, [K+], [K+], O=C([O-])[O-], CN(C)C=O. Product: CC(C)c1nc2c([N+](=O)[O-])cc(Br)cc2n1Cc1cccc2ccccc12. RXN SMILES: [Br:17][CH2:18][c:19]1[cH:20][cH:21][cH:22][c:23]2[cH:24][cH:25][cH:26][cH:27][c:28]12.[Br:1][c:2]1[cH:3][c:4]([N+:14](=[O:15])[O-:16])[c:5]2[c:6]([nH:7][c:8]([CH:10]([CH3:11])[CH3:12])[n:9]2)[cH:13]1.[K+:29].[K+:30].[O-:31][C:32]([O-:33])=[O:34].[O:35]=[CH:36][N:37]([CH3:38])[CH3:39]>>[Br:1][c:2]1[cH:3][c:4]([N+:14](=[O:15])[O-:16])[c:5]2[c:6]([n:7]([CH2:18][c:19]3[cH:20][cH:21][cH:22][c:23]4[cH:24][cH:25][cH:26][cH:27][c:28]34)[c:8]([CH:10]([CH3:11])[CH3:12])[n:9]2)[cH:13]1.